Dataset: the Open Reaction Database (ORD), a public repository of structured organic reaction records. Task: describe an organic reaction: reactants, conditions, products, and yield Starting materials: CC(C)(CC=CC(=O)O)NC(=O)OC(C)(C)C, CNC(Cc1ccc2ccccc2c1)C(=O)N(C)C(Cc1ccccc1)C(=O)N1CCCC1CN(C)C, CCN(C(C)C)C(C)C, CCN=C=NCCCN(C)C, CN(C)C=O, CCOC(C)=O, ClCCl, Cl, On1nnc2cccnc21. Product: CN(C)CC1CCCN1C(=O)C(Cc1ccccc1)N(C)C(=O)C(Cc1ccc2ccccc2c1)N(C)C(=O)C=CCC(C)(C)NC(=O)OC(C)(C)C. As a reaction SMILES: [C:13]([CH3:14])([CH3:15])([CH3:16])[O:17][C:18](=[O:19])[NH:20][C:21]([CH2:22][CH:23]=[CH:24][C:25](=[O:26])[OH:27])([CH3:28])[CH3:29].[CH2:40]([c:41]1[cH:42][cH:43][cH:44][cH:45][cH:46]1)[CH:47]([C:48](=[O:49])[N:50]1[CH:51]([CH2:55][N:56]([CH3:57])[CH3:58])[CH2:52][CH2:53][CH2:54]1)[N:59]([C:60]([CH:61]([CH2:62][c:63]1[cH:64][c:65]2[cH:66][cH:67][cH:68][cH:69][c:70]2[cH:71][cH:72]1)[NH:73][CH3:74])=[O:75])[CH3:76].[CH2:85]([N:86]([CH:87]([CH3:88])[CH3:89])[CH:90]([CH3:91])[CH3:92])[CH3:93].[CH3:2][N:3]([CH3:4])[CH2:5][CH2:6][CH2:7][N:8]=[C:9]=[N:10][CH2:11][CH3:12].[CH3:80][N:81]([CH3:82])[CH:83]=[O:84].[CH3:94][CH2:95][O:96][C:97](=[O:98])[CH3:99].[Cl:77][CH2:78][Cl:79].[ClH:1].[OH:30][n:31]1[c:32]2[n:33][cH:34][cH:35][cH:36][c:37]2[n:38][n:39]1>>[C:13]([CH3:14])([CH3:15])([CH3:16])[O:17][C:18](=[O:19])[NH:20][C:21]([CH2:22][CH:23]=[CH:24][C:25](=[O:27])[N:73]([CH:61]([C:60]([N:59]([CH:47]([CH2:40][c:41]1[cH:42][cH:43][cH:44][cH:45][cH:46]1)[C:48](=[O:49])[N:50]1[CH:51]([CH2:55][N:56]([CH3:57])[CH3:58])[CH2:52][CH2:53][CH2:54]1)[CH3:76])=[O:75])[CH2:62][c:63]1[cH:64][c:65]2[cH:66][cH:67][cH:68][cH:69][c:70]2[cH:71][cH:72]1)[CH3:74])([CH3:28])[CH3:29].